From a dataset of the Open Reaction Database (ORD), a public repository of structured organic reaction records. describe an organic reaction: reactants, conditions, products, and yield Starting materials: CN(C)C=O (DMF), ClC1=CC(=C(C=C1)S(=O)(=O)O)[N+](=O)[O-] (4-chloro-2-nitro-benzenesulfonic acid), O=S(Cl)Cl (SOCl2). Conditions: temperature 90 celsius. Product: ClC1=CC(=C(C=C1)S(=O)(=O)Cl)[N+](=O)[O-] (4-Chloro-2-nitro-benzenesulfonyl chloride). As a reaction SMILES: CN(C=O)C.[Cl:6][C:7]1[CH:12]=[CH:11][C:10]([S:13](O)(=[O:15])=[O:14])=[C:9]([N+:17]([O-:19])=[O:18])[CH:8]=1.O=S(Cl)[Cl:22]>>[Cl:6][C:7]1[CH:12]=[CH:11][C:10]([S:13]([Cl:22])(=[O:15])=[O:14])=[C:9]([N+:17]([O-:19])=[O:18])[CH:8]=1. Reported procedure: DMF (0.06 ml, cat) was added to a solution of 4-chloro-2-nitro-benzenesulfonic acid (600 mg, 2.5 mmol) in SOCl2 (3.1 ml) and the mixture was heated at 90° C. for 3 h. After cooling, the solvent was removed in vacuo. The mixture was diluted with water and extracted repeatedly with chloroform. The combined organic layers were washed with saturated NaHCO3 solution, dried (Na2SO4) and concentrated in vacuo to give the title compound (560 mg) which was used in the next step without further purificati... The product is N=1ON=C2C1C=CC(=C2)C=2C=C(C1=C(N2)N(N=C1C)C(C)C)C(=O)NCC=1C(NC(=CC1C)C)=O (6-(2,1,3-Benzoxadiazol-5-yl)-N-[(4,6-dimethyl-2-oxo-1,2-dihydro-3-pyridinyl)methyl]-3-methyl-1-(1-methylethyl)-1H-pyrazolo[3,4-b]pyridine-4-carboxamide). The reactants are ClC=1C=C(C2=C(N1)N(N=C2C)C(C)C)C(=O)NCC=2C(NC(=CC2C)C)=O (6-chloro-N-[(4,6-dimethyl-2-oxo-1,2-dihydro-3-pyridinyl)methyl]-3-methyl-1-(1-methylethyl)-1H-pyrazolo[3,4-b]pyridine-4-carboxamide), CC1(OB(OC1(C)C)C1=CC=2C(=NON2)C=C1)C (5-(4,4,5,5-tetramethyl-1,3,2-dioxaborolan-2-yl)-2,1,3-benzoxadiazole), C([O-])([O-])=O.[Na+].[Na+] (sodium carbonate). RXN SMILES: Cl[C:2]1[CH:3]=[C:4]([C:15]([NH:17][CH2:18][C:19]2[C:20](=[O:27])[NH:21][C:22]([CH3:26])=[CH:23][C:24]=2[CH3:25])=[O:16])[C:5]2[C:10]([CH3:11])=[N:9][N:8]([CH:12]([CH3:14])[CH3:13])[C:6]=2[N:7]=1.CC1(C)C(C)(C)OB([C:36]2[CH:44]=[CH:43][C:39]3=[N:40][O:41][N:42]=[C:38]3[CH:37]=2)O1.C(=O)([O-])[O-].[Na+].[Na+]>Cl[Pd](Cl)([P](C1C=CC=CC=1)(C1C=CC=CC=1)C1C=CC=CC=1)[P](C1C=CC=CC=1)(C1C=CC=CC=1)C1C=CC=CC=1.CS(C)=O>[N:40]1[O:41][N:42]=[C:38]2[CH:37]=[C:36]([C:2]3[CH:3]=[C:4]([C:15]([NH:17][CH2:18][C:19]4[C:20](=[O:27])[NH:21][C:22]([CH3:26])=[CH:23][C:24]=4[CH3:25])=[O:16])[C:5]4[C:10]([CH3:11])=[N:9][N:8]([CH:12]([CH3:14])[CH3:13])[C:6]=4[N:7]=3)[CH:44]=[CH:43][C:39]=12 |f:2.3.4,^1:54,73|. Run in CS(=O)C (DMSO). Conditions: time 8 hour. Procedure: The title compound was prepared in the same manner as described in example 74 using 6-chloro-N-[(4,6-dimethyl-2-oxo-1,2-dihydro-3-pyridinyl)methyl]-3-methyl-1-(1-methylethyl)-1H-pyrazolo[3,4-b]pyridine-4-carboxamide (70 mg, 0.180 mmol), 5-(4,4,5,5-tetramethyl-1,3,2-dioxaborolan-2-yl)-2,1,3-benzoxadiazole (57.7 mg, 0.235 mmol), DMSO (2 mL), sodium carbonate (0.271 mL, 0.541 mmol), and bis(triphenylphosphine)palladium(II) chloride (12.67 mg, 0.018 mmol) wherein the reaction time was 8 h. The final... Reagents/catalysts: Cl[Pd]([P](C1=CC=CC=C1)(C2=CC=CC=C2)C3=CC=CC=C3)([P](C4=CC=CC=C4)(C5=CC=CC=C5)C6=CC=CC=C6)Cl (bis(triphenylphosphine)palladium(II) chloride). Reactants: C1(=CC=CC=C1)C#CCCC=O (5-Phenylpent-4-ynal), C(=O)(OCC)C=P(C1=CC=CC=C1)(C1=CC=CC=C1)C1=CC=CC=C1 (carbethoxymethylenetriphenyl phosphorane). Run in C(Cl)Cl (CH2Cl2), ClCCl (dichloromethane). The product is C1(=CC=CC=C1)C#CCC/C=C/C(=O)OCC (ethyl 7-phenylhept-2E-en-6-ynoate). Yield: 83.2%. Reaction SMILES: [C:1]1([C:7]#[C:8][CH2:9][CH2:10][CH:11]=O)[CH:6]=[CH:5][CH:4]=[CH:3][CH:2]=1.[C:13]([CH:18]=P(C1C=CC=CC=1)(C1C=CC=CC=1)C1C=CC=CC=1)([O:15][CH2:16][CH3:17])=[O:14]>C(Cl)Cl>[C:1]1([C:7]#[C:8][CH2:9][CH2:10]/[CH:11]=[CH:18]/[C:13]([O:15][CH2:16][CH3:17])=[O:14])[CH:2]=[CH:3][CH:4]=[CH:5][CH:6]=1. Procedure details: 5-Phenylpent-4-ynal (3 g) in dry CH2Cl2 (30 ml) was added to a solution of carbethoxymethylenetriphenyl phosphorane (10 g) in dry dichloromethane (20 ml), and the mixture was heated at reflux under a nitrogen atmosphere for 5 hours. The solvent was removed under reduced pressure, and the product was purified by chromatography on silica (150 g), eluting with 2:1 hexane:ether to yield ethyl 7-phenylhept-2E-en-6-ynoate (3.6 g). Yields the product CCCC(O)(CCc1ccccc1)CC(=O)OC. RXN SMILES: [Br:46][CH2:47][C:48](=[O:49])[O:50][CH3:51].[CH3:1][Si:2]([CH3:3])([CH3:4])[Cl:5].[CH3:27][CH2:28][CH2:29][C:30](=[O:31])[CH3:32].[CH3:53][CH2:54][O:55][C:56](=[O:57])[CH3:58].[CH:19]([c:20]1[cH:21][cH:22][cH:23][cH:24][cH:25]1)=[O:26].[ClH:52].[Zn:59].[c:33]1([CH:34]=[CH:35][C:36](=[O:37])[CH2:38][CH2:39][CH3:40])[cH:41][cH:42][cH:43][cH:44][cH:45]1.[c:6]1([CH2:12][CH2:13][C:14]([CH2:15][CH2:16][CH3:17])=[O:18])[cH:7][cH:8][cH:9][cH:10][cH:11]1>>[c:6]1([CH2:12][CH2:13][C:14]([CH2:15][CH2:16][CH3:17])([OH:18])[CH2:47][C:48](=[O:49])[O:50][CH3:51])[cH:7][cH:8][cH:9][cH:10][cH:11]1. Starting materials: COC(=O)CBr, C[Si](C)(C)Cl, CCCC(C)=O, CCOC(C)=O, O=Cc1ccccc1, Cl, [Zn], CCCC(=O)C=Cc1ccccc1, CCCC(=O)CCc1ccccc1.